describe an organic reaction: reactants, conditions, products, and yield From a dataset of the Open Reaction Database (ORD), a public repository of structured organic reaction records. Reactants: CCC(=O)N(C)c1ccc([N+](=O)[O-])cc1, C1CCOC1. Product: CCC(=O)N(C)c1ccc(N)cc1. Reaction SMILES: [C:1]([CH2:2][CH3:3])(=[O:4])[N:5]([c:6]1[cH:7][cH:8][c:9]([N+:12]([O-:13])=[O:14])[cH:10][cH:11]1)[CH3:15].[CH2:16]1[O:17][CH2:18][CH2:19][CH2:20]1>>[C:1]([CH2:2][CH3:3])(=[O:4])[N:5]([c:6]1[cH:7][cH:8][c:9]([NH2:12])[cH:10][cH:11]1)[CH3:15]. Starting materials: CC1(O)CCNCC1, CC1C(=O)N(CCC(=O)O)CCN1C(=O)Nc1ccc(Cl)c(Cl)c1. Yields the product CC1C(=O)N(CCC(=O)N2CCC(C)(O)CC2)CCN1C(=O)Nc1ccc(Cl)c(Cl)c1. Reaction SMILES: [CH3:25][C:26]1([OH:32])[CH2:27][CH2:28][NH:29][CH2:30][CH2:31]1.[Cl:1][c:2]1[cH:3][c:4]([NH:9][C:10](=[O:11])[N:12]2[CH:13]([CH3:24])[C:14](=[O:23])[N:15]([CH2:18][CH2:19][C:20](=[O:21])[OH:22])[CH2:16][CH2:17]2)[cH:5][cH:6][c:7]1[Cl:8]>>[Cl:1][c:2]1[cH:3][c:4]([NH:9][C:10](=[O:11])[N:12]2[CH:13]([CH3:24])[C:14](=[O:23])[N:15]([CH2:18][CH2:19][C:20](=[O:21])[N:29]3[CH2:28][CH2:27][C:26]([CH3:25])([OH:32])[CH2:31][CH2:30]3)[CH2:16][CH2:17]2)[cH:5][cH:6][c:7]1[Cl:8]. Yield: 37.0%. Reaction SMILES: F[C@H]1CN(C2C=CC(CC3C=CC=CC=3C)=CC=2)[C@H]([CH2:21][C:22]([O:24][CH3:25])=[O:23])C1.[C:26]([Cl:29])(=O)C.[ClH:30].C([O-])([O-])=O.[Na+].[Na+]>CO.C(Cl)Cl>[ClH:29].[CH3:22][OH:23].[CH2:26]([Cl:29])[Cl:30].[CH3:25][O:24][C:22]([CH3:21])=[O:23] |f:3.4.5,6.7,8.9.10.11|. The product is Cl.CO.C(Cl)Cl.COC(=O)C (HCl MeOH CH2Cl2 MeOAc), 37D. Reactants: F[C@@H]1C[C@H](N(C1)C1=CC=C(C=C1)CC1=C(C=CC=C1)C)CC(=O)OC (methyl 2-((2R,4R)-4-fluoro-1-(4-(2-methylbenzyl)phenyl)pyrrolidin-2-yl)acetate), C(C)(=O)Cl (acetyl chloride), Cl (HCl), 37C, C(=O)([O-])[O-].[Na+].[Na+] (Na2CO3). Solvent: CO.C(Cl)Cl (MeOH CH2Cl2). Conditions: time 2 hour. Procedure: methyl 2-((2R,4R)-4-fluoro-1-(4-(2-methylbenzyl)phenyl)pyrrolidin-2-yl)acetate: A ˜3 M solution of HCl/MeOH/CH2Cl2/MeOAc was prepared by addition of acetyl chloride (0.64 mL) to a 1:1 solution of MeOH/CH2Cl2 (2.4 mL) at 0° C. The resulting solution of HCl was added to 37C (0.0051 g, 0.017 mmol). After stirring at rt for 2 h, the reaction was basified with sat. Na2CO3 (aq) and the desired product was extracted with CH2Cl2. The combined organic layers were washed with brine, dried (MgSO4), and con...